From a dataset of the Open Reaction Database (ORD), a public repository of structured organic reaction records. describe an organic reaction: reactants, conditions, products, and yield The reactants are [N+](=O)([O-])C=1C=C(C=O)C=CC1 (m-nitrobenzaldehyde), C(CC(=O)C)(=O)OCCN1CCN(CCC1)C(C1=CC=CC=C1)C1=CC=CC=C1 (2-(4-benzhydrylhomopiperazin-1-yl)ethyl acetoacetate), N\C(=C/C(=O)OC)\C (methyl 3-aminocrotonate), C(C)(C)O (isopropyl alcohol). Yields the product CC=1NC(=C(C(C1C(=O)OCCN1CCN(CCC1)C(C1=CC=CC=C1)C1=CC=CC=C1)C1=CC(=CC=C1)[N+](=O)[O-])C(=O)OC)C (2-(4-benzhydrylhomopiperazin-1-yl)-ethyl methyl 2,6-dimethyl-4-(3-nitrophenyl)-1,4-dihydropyridine-3,5-dicarboxylate). Yield: 31.7%. RXN SMILES: [N+:1]([C:4]1[CH:5]=[C:6]([CH:9]=[CH:10][CH:11]=1)[CH:7]=O)([O-:3])=[O:2].[C:12]([O:18][CH2:19][CH2:20][N:21]1[CH2:27][CH2:26][CH2:25][N:24]([CH:28]([C:35]2[CH:40]=[CH:39][CH:38]=[CH:37][CH:36]=2)[C:29]2[CH:34]=[CH:33][CH:32]=[CH:31][CH:30]=2)[CH2:23][CH2:22]1)(=[O:17])[CH2:13]C(C)=O.[NH2:41]/[C:42](/[CH3:48])=[CH:43]\[C:44]([O:46][CH3:47])=[O:45].[CH:49](O)(C)[CH3:50]>>[CH3:49][C:50]1[NH:41][C:42]([CH3:48])=[C:43]([C:44]([O:46][CH3:47])=[O:45])[CH:7]([C:6]2[CH:9]=[CH:10][CH:11]=[C:4]([N+:1]([O-:3])=[O:2])[CH:5]=2)[C:13]=1[C:12]([O:18][CH2:19][CH2:20][N:21]1[CH2:27][CH2:26][CH2:25][N:24]([CH:28]([C:35]2[CH:40]=[CH:39][CH:38]=[CH:37][CH:36]=2)[C:29]2[CH:34]=[CH:33][CH:32]=[CH:31][CH:30]=2)[CH2:23][CH2:22]1)=[O:17]. Procedure: A mixture of m-nitrobenzaldehyde, 2-(4-benzhydrylhomopiperazin-1-yl)ethyl acetoacetate and methyl 3-aminocrotonate was worked up in isopropyl alcohol in the same manner as Example 1 to give 2-(4-benzhydrylhomopiperazin-1-yl)-ethyl methyl 2,6-dimethyl-4-(3-nitrophenyl)-1,4-dihydropyridine-3,5-dicarboxylate as a light yellow powder, m.p. 60°-63° C. (sintering). Yield 31.7%. IR(KBr)cm-1 : 3330, 1690. NMR(CDCl3) δ: 2.33(6H,s, ##STR26## 3.60(3H,s), 4.12(2H,t,J=6), 4.57(1H,s,>N--CH<), 5.10(1H,s,C(4) -... The reactants are O=C([O-])[O-], CN1CCCC1=O, Clc1ccc2nccn2n1, [K+], [K+], O, COC(=O)c1cccc(O)c1. Yields the product COC(=O)c1cccc(Oc2ccc3nccn3n2)c1. RXN SMILES: [C:22](=[O:23])([O-:24])[O-:25].[CH3:28][N:29]1[CH2:30][CH2:31][CH2:32][C:33]1=[O:34].[Cl:1][c:2]1[cH:3][cH:4][c:5]2[n:6]([n:7]1)[cH:8][cH:9][n:10]2.[K+:26].[K+:27].[OH2:35].[OH:11][c:12]1[cH:13][c:14]([C:15](=[O:16])[O:17][CH3:18])[cH:19][cH:20][cH:21]1>>[c:2]1([O:11][c:12]2[cH:13][c:14]([C:15](=[O:16])[O:17][CH3:18])[cH:19][cH:20][cH:21]2)[cH:3][cH:4][c:5]2[n:6]([n:7]1)[cH:8][cH:9][n:10]2. As a reaction SMILES: [NH2:1][c:2]1[c:3]([CH:16]([C:17](=[O:18])[N:19]2[CH2:20][CH2:21][O:22][CH2:23][CH2:24]2)[S:25][CH3:26])[cH:4][cH:5][cH:6][c:7]1[C:8]([c:9]1[cH:10][cH:11][cH:12][cH:13][cH:14]1)=[O:15].[O:27]1[CH2:28][CH2:29][CH2:30][CH2:31]1>>[NH2:1][c:2]1[c:3]([CH2:16][C:17](=[O:18])[N:19]2[CH2:20][CH2:21][O:22][CH2:23][CH2:24]2)[cH:4][cH:5][cH:6][c:7]1[C:8]([c:9]1[cH:10][cH:11][cH:12][cH:13][cH:14]1)=[O:15]. Product: Nc1c(CC(=O)N2CCOCC2)cccc1C(=O)c1ccccc1. Starting materials: CSC(C(=O)N1CCOCC1)c1cccc(C(=O)c2ccccc2)c1N, C1CCOC1. Reactants: O=C([O-])[O-], CN(C)C=O, CN(C)CC(=O)Nc1cn2nc(I)ccc2n1, [K+], [K+], Nc1cccc(O)c1, O. Yields the product CN(C)CC(=O)Nc1cn2nc(Oc3cccc(N)c3)ccc2n1. As a reaction SMILES: [C:26](=[O:27])([O-:28])[O-:29].[CH3:32][N:33]([CH3:34])[CH:35]=[O:36].[I:1][c:2]1[cH:3][cH:4][c:5]2[n:6]([n:7]1)[cH:8][c:9]([NH:11][C:12]([CH2:13][N:14]([CH3:15])[CH3:16])=[O:17])[n:10]2.[K+:30].[K+:31].[NH2:18][c:19]1[cH:20][cH:21][cH:22][c:23]([OH:24])[cH:25]1.[OH2:37]>>[c:2]1([O:24][c:23]2[cH:22][cH:21][cH:20][c:19]([NH2:18])[cH:25]2)[cH:3][cH:4][c:5]2[n:6]([n:7]1)[cH:8][c:9]([NH:11][C:12]([CH2:13][N:14]([CH3:15])[CH3:16])=[O:17])[n:10]2. The reactants are C(C)C=1SC=C(N1)C (2-Ethyl-4-methylthiazole), BrCC(=O)C1=CC=CC=C1 (2-bromo-1-phenyl-1-ethanone). Solvent: CCOCC (ether), C(C)#N (acetonitrile), C(C)#N (acetonitrile). The product is [Br-].C(C)C=1SC=C([N+]1CC(C1=CC=CC=C1)=O)C (2-Ethyl-4-methyl-3-(2-oxo-2-phenylethyl)thiazolium bromide). Yield: 59.7%. RXN SMILES: [CH2:1]([C:3]1[S:4][CH:5]=[C:6]([CH3:8])[N:7]=1)[CH3:2].[Br:9][CH2:10][C:11]([C:13]1[CH:18]=[CH:17][CH:16]=[CH:15][CH:14]=1)=[O:12]>C(#N)C.CCOCC>[Br-:9].[CH2:1]([C:3]1[S:4][CH:5]=[C:6]([CH3:8])[N+:7]=1[CH2:10][C:11](=[O:12])[C:13]1[CH:18]=[CH:17][CH:16]=[CH:15][CH:14]=1)[CH3:2] |f:4.5|. Procedure: 2-Ethyl-4-methylthiazole (0.5 g, 3.93 mmole), 2-bromo-1-phenyl-1-ethanone (0.782 g, 3.93 mmole), and acetonitrile (0.25 mL) were heated in an oil bath at 110 C for 3 hr, then cooled, dissolved in acetonitrile (4 mL), and diluted with ether (4 mL). After storage at 4 C overnight, the crystals which separated were filtered out and recrystalized from acetonitrile/ether to give 0.765 g of the title compound, mp 126–128. Reactants: ClC1=NC(=C(N=C1NC(C)(C)C)C#N)C#N (2-chloro-3-tert-butylamino-5,6-dicyanopyrazine), O (water), Cl (hydrochloric acid), N (ammonia). Solvent: CN(C=O)C (N,N-dimethylformamide). The product is NC1=NC(=C(N=C1NC(C)(C)C)C#N)C#N (2-amino-3-tert-butylamino-5,6-dicyanopyrazine). Yield: 69.4%. As a reaction SMILES: Cl[C:2]1[C:7]([NH:8][C:9]([CH3:12])([CH3:11])[CH3:10])=[N:6][C:5]([C:13]#[N:14])=[C:4]([C:15]#[N:16])[N:3]=1.[NH3:17].O.Cl>CN(C)C=O>[NH2:17][C:2]1[C:7]([NH:8][C:9]([CH3:12])([CH3:11])[CH3:10])=[N:6][C:5]([C:13]#[N:14])=[C:4]([C:15]#[N:16])[N:3]=1. Procedure: 2.0 g (0.008 mol) of 2-chloro-3-tert-butylamino-5,6-dicyanopyrazine was dissolved in 100 ml of dry N,N-dimethylformamide, and ammonia gas was blown into it under stirring at room temperature. Two hours later, the reaction solution was poured into 1 liter of water and neutralized with hydrochloric acid. The precipitated solid was collected by filtration and recrystallized from isobutyl alcohol to obtain 1.2 g of slightly yellow crystals (yield: 69.4%, melting point: at least 250° C.). Reactants: [N+](=O)([O-])C1=C(OCCN2CCOCC2)C=CC=C1 (4-[2-(2-nitrophenoxy)ethyl]morpholine), S(=O)(=O)(OC)OC (dimethyl sulfate). Solvent: C(C)(=O)OCC (ethyl acetate). Run at time 4 hour. Yields the product COS(=O)(=O)[O-].C[N+]1(CCOCC1)CCOC1=C(C=CC=C1)[N+](=O)[O-] (4-methyl-4-[2-(2-nitrophenoxy)ethyl]morpholin-4-ium methylsulfate). Reaction SMILES: [N+:1]([C:4]1[CH:18]=[CH:17][CH:16]=[CH:15][C:5]=1[O:6][CH2:7][CH2:8][N:9]1[CH2:14][CH2:13][O:12][CH2:11][CH2:10]1)([O-:3])=[O:2].[S:19]([O:24]C)([O:22][CH3:23])(=[O:21])=[O:20]>C(OCC)(=O)C>[CH3:23][O:22][S:19]([O-:24])(=[O:21])=[O:20].[CH3:23][N+:9]1([CH2:8][CH2:7][O:6][C:5]2[CH:15]=[CH:16][CH:17]=[CH:18][C:4]=2[N+:1]([O-:3])=[O:2])[CH2:10][CH2:11][O:12][CH2:13][CH2:14]1 |f:3.4|. Procedure: 2.52 g (10 mmol) of the product from Step 5.1 was dissolved in 30 mL of ethyl acetate, 1.4 g (11 mmol) of dimethyl sulfate was added and the mixture was allowed to agitate at room temperature which caused the formation of a precipitate. After 4 hours, the mixture was filtered, and the filter cake was washed with a small amount of ethyl acetate. Drying at 40° C. under vacuum gave 2.3 g (61% of the theoretical) of a beige-colored, slightly sticky product.